Dataset: the Open Reaction Database (ORD), a public repository of structured organic reaction records. Task: describe an organic reaction: reactants, conditions, products, and yield Starting materials: NC1=NC=C(C(=O)N)C=C1OCC1=C(C=CC=C1C)CC (6-amino-5-(2-ethyl-6-methylbenzyloxy)nicotinamide), BrC(C(C)=O)C (3-bromo-2-butanone), C([O-])(O)=O.[Na+] (sodium bicarbonate). RXN SMILES: [NH2:1][C:2]1[C:10]([O:11][CH2:12][C:13]2[C:18]([CH3:19])=[CH:17][CH:16]=[CH:15][C:14]=2[CH2:20][CH3:21])=[CH:9][C:5]([C:6]([NH2:8])=[O:7])=[CH:4][N:3]=1.Br[CH:23]([CH3:27])[C:24](=O)[CH3:25].C(=O)(O)[O-].[Na+]>C(#N)C>[CH3:27][C:23]1[N:1]=[C:2]2[C:10]([O:11][CH2:12][C:13]3[C:18]([CH3:19])=[CH:17][CH:16]=[CH:15][C:14]=3[CH2:20][CH3:21])=[CH:9][C:5]([C:6]([NH2:8])=[O:7])=[CH:4][N:3]2[C:24]=1[CH3:25] |f:2.3|. The yield is 35.1%. Procedure: 6-amino-5-(2-ethyl-6-methylbenzyloxy)nicotinamide (0.14 g, 0.49 mmol), 3-bromo-2-butanone (0.075 g, 0.49 mmol) and sodium bicarbonate (0.1 g, 1.2 mmol) was added to acetonitrile (3 ml) and was refluxed for 20 h. The solvent was evaporated under reduced pressure and the residue was purified by column chromatography on silica gel using methylene chloride:methanol (9:1) as eluent. Crystallization from acetonitrile gave 0.058 g (35%) of the title compound. Yields the product CC=1N=C2N(C=C(C=C2OCC2=C(C=CC=C2C)CC)C(=O)N)C1C (2,3-dimethyl-8-(2-ethyl-6-methylbenzyloxy)-imidazo[1,2-a]pyridine-6-carboxamide). Solvent: C(C)#N (acetonitrile). Reactants: ClC1=CC=C(C=N1)CC(=O)OC (methyl 2-(6-chloropyridin-3-yl)acetate), C1=CC(=CC(=C1)Cl)C(=O)OO (mCPBA). Run in C(Cl)Cl (DCM). Conditions: time 4 hour. Product: ClC1=[N+](C=C(C=C1)CC(=O)OC)[O-] (2-chloro-5-(2-methoxy-2-oxoethyl)pyridine 1-oxide). Yield: 92.1%. Reaction SMILES: [Cl:1][C:2]1[N:7]=[CH:6][C:5]([CH2:8][C:9]([O:11][CH3:12])=[O:10])=[CH:4][CH:3]=1.C1C=C(Cl)C=C(C(OO)=[O:21])C=1>C(Cl)Cl>[Cl:1][C:2]1[CH:3]=[CH:4][C:5]([CH2:8][C:9]([O:11][CH3:12])=[O:10])=[CH:6][N+:7]=1[O-:21]. Reported procedure: To methyl 2-(6-chloropyridin-3-yl)acetate (2.5 g) in DCM (100 mL) was added mCPBA (4.6 g). The resulting reaction mixture was stirred at room temperature for 4 hr. The organic phase was washed with sat. NaHCO3, dried over Na2SO4, and concentrated. The crude product was purified by flash chromatography to afford the title product (2.5 g). Reactants: CC(C)CC(NC(=O)OCCC1c2ccccc2-c2ccccc21)C(=O)OC(C)(C)C, ClCCl, O=C(O)C(F)(F)F. Yields the product CC(C)CC(NC(=O)OCCC1c2ccccc2-c2ccccc21)C(=O)O. Reaction SMILES: [C:1]([CH3:2])([CH3:3])([CH3:4])[O:5][C:6]([CH:7]([NH:8][C:9](=[O:10])[O:11][CH2:12][CH2:13][CH:14]1[c:15]2[cH:16][cH:17][cH:18][cH:19][c:20]2-[c:21]2[cH:22][cH:23][cH:24][cH:25][c:26]21)[CH2:27][CH:28]([CH3:29])[CH3:30])=[O:31].[CH2:39]([Cl:40])[Cl:41].[OH:32][C:33]([C:34]([F:35])([F:36])[F:37])=[O:38]>>[O:5]=[C:6]([CH:7]([NH:8][C:9](=[O:10])[O:11][CH2:12][CH2:13][CH:14]1[c:15]2[cH:16][cH:17][cH:18][cH:19][c:20]2-[c:21]2[cH:22][cH:23][cH:24][cH:25][c:26]21)[CH2:27][CH:28]([CH3:29])[CH3:30])[OH:31]. Reactants: C[O-], CN(C)C=O, OCCCCCCCl, [I-], [Na+], [Na+], Oc1ccc(-c2ccccc2)cc1. Yields the product OCCCCCCOc1ccc(-c2ccccc2)cc1. RXN SMILES: [CH3:14][O-:15].[CH3:27][N:28]([CH3:29])[CH:30]=[O:31].[Cl:17][CH2:18][CH2:19][CH2:20][CH2:21][CH2:22][CH2:23][OH:24].[I-:26].[Na+:16].[Na+:25].[c:1]1(-[c:7]2[cH:8][cH:9][c:10]([OH:13])[cH:11][cH:12]2)[cH:2][cH:3][cH:4][cH:5][cH:6]1>>[c:1]1(-[c:7]2[cH:8][cH:9][c:10]([O:13][CH2:18][CH2:19][CH2:20][CH2:21][CH2:22][CH2:23][OH:24])[cH:11][cH:12]2)[cH:2][cH:3][cH:4][cH:5][cH:6]1. The reactants are O=C([O-])[O-], ClCCl, Sc1cc(Cl)cc(Cl)c1, CCI, [K+], [K+], O. Product: CCSc1cc(Cl)cc(Cl)c1. As a reaction SMILES: [C:13](=[O:14])([O-:15])[O-:16].[CH2:19]([Cl:20])[Cl:21].[Cl:1][c:2]1[cH:3][c:4]([SH:9])[cH:5][c:6]([Cl:8])[cH:7]1.[I:10][CH2:11][CH3:12].[K+:17].[K+:18].[OH2:22]>>[Cl:1][c:2]1[cH:3][c:4]([S:9][CH2:11][CH3:12])[cH:5][c:6]([Cl:8])[cH:7]1. Reactants: resultant mixture, ClC(C(=O)O)CC1=C(C=C(C(=C1)N1N=C(N(C1=O)C(F)F)C)Cl)Cl (2-chloro-3-[2,4-dichloro-5-(4-difluoromethyl-4,5-dihydro-3-methyl-5-oxo-1H-1,2,4-triazol-1-yl)phenyl]propionic acid), ClC(C(=O)O)CC1=C(C=C(C(=C1)N1N=C(N(C1=O)C(F)F)C)Cl)Cl (2-chloro-3-[2,4-dichloro-5-(4-difluoromethyl-4,5-dihydro-3-methyl-5-oxo-1H-1,2,4-triazol-1-yl)phenyl]propionic acid), S(=O)(Cl)Cl (thionyl chloride), Cl.CNOC (N,O-dimethylhydroxylamine hydrochloride), N1=CC=CC=C1 (pyridine). Solvent: C(C)OCC (diethyl ether), O1CCCC1 (tetrahydrofuran). The product is CN(C(C(CC1=C(C=C(C(=C1)N1N=C(N(C1=O)C(F)F)C)Cl)Cl)Cl)=O)OC (N-methyl-N-methoxy-2-chloro-3-[2,4-dichloro-5 -(4-difluoromethyl-4,5-dihydro-3-methyl-5-oxo-1H-1,2,4-triazol-1yl)phenyl]propionamide). Isolated yield 64.2%. Reaction SMILES: [Cl:1][CH:2]([CH2:6][C:7]1[CH:12]=[C:11]([N:13]2[C:17](=[O:18])[N:16]([CH:19]([F:21])[F:20])[C:15]([CH3:22])=[N:14]2)[C:10]([Cl:23])=[CH:9][C:8]=1[Cl:24])[C:3]([OH:5])=O.S(Cl)(Cl)=O.Cl.[CH3:30][NH:31][O:32][CH3:33].N1C=CC=CC=1>O1CCCC1.C(OCC)C>[CH3:30][N:31]([O:32][CH3:33])[C:3](=[O:5])[CH:2]([Cl:1])[CH2:6][C:7]1[CH:12]=[C:11]([N:13]2[C:17](=[O:18])[N:16]([CH:19]([F:21])[F:20])[C:15]([CH3:22])=[N:14]2)[C:10]([Cl:23])=[CH:9][C:8]=1[Cl:24] |f:2.3|. Procedure details: A mixture of 0.50 g (0.0013 mole) of 2-chloro-3[2,4-dichloro-5-(4-difluoromethyl-4,5-dihydro-3-methyl-5-oxo-1H-1,2,4-triazol-1-yl)phenyl]propionic acid (Compound 2) and 5 mL of thionyl chloride was stirred at reflux for three hours. The mixture was cooled, and excess thionyl chloride was removed by distillation under reduced pressure leaving a residue. The residue was added to a cold solution of 0.13 g (0.0014 mole) of N,O-dimethylhydroxylamine hydrochloride and 0.11 g (0.0014 mole) of pyridine ... Reactants: [BH4-].[Na+] (NaBH4), O(C1=CC=CC=C1)C1=C(C=CC=C1)N (2-phenoxy-phenylamine), CC1(OC2=C(C1)C=CC=C2C=O)C (2,2-dimethyl-2,3-dihydro-1-benzofuran-7-carbaldehyde), CO (MeOH). Solvent: C(=O)O (Formic acid). Run at temperature 90 celsius, time 24 hour. The product is CC1(OC2=C(C1)C=CC=C2CNC2=C(C=CC=C2)OC2=CC=CC=C2)C (N-(2,2,-Dimethyl-2,3-dihydrobenzofuran-7-ylmethyl)-N-(2-phenoxy phenyl)amine). Yield: 85.8%. As a reaction SMILES: [O:1]([C:8]1[CH:13]=[CH:12][CH:11]=[CH:10][C:9]=1[NH2:14])[C:2]1[CH:7]=[CH:6][CH:5]=[CH:4][CH:3]=1.[CH3:15][C:16]1([CH3:27])[CH2:20][C:19]2[CH:21]=[CH:22][CH:23]=[C:24]([CH:25]=O)[C:18]=2[O:17]1.CO.[BH4-].[Na+]>C(O)=O>[CH3:15][C:16]1([CH3:27])[CH2:20][C:19]2[CH:21]=[CH:22][CH:23]=[C:24]([CH2:25][NH:14][C:9]3[CH:10]=[CH:11][CH:12]=[CH:13][C:8]=3[O:1][C:2]3[CH:3]=[CH:4][CH:5]=[CH:6][CH:7]=3)[C:18]=2[O:17]1 |f:3.4|. Procedure: A mixture of 2-phenoxy-phenylamine (350 mg, 1.89 mmol) and 2,2-dimethyl-2,3-dihydro-1-benzofuran-7-carbaldehyde (500 mg, 2.83 mmol) was heated at 90° C. for 2 h under nitrogen. The reaction was cooled to 0° C. and MeOH (4 mL) was added, followed by NaBH4 (216 mg, 5.70 mmol) in portions over 20 min. The mixture was stirred at room temperature for 24 h. Formic acid (0.4 mL was added and the mixture stirred for 15 min. The solvents were removed in vacuo, the residue quenched with saturated aqueous ...